From a dataset of the Open Reaction Database (ORD), a public repository of structured organic reaction records. describe an organic reaction: reactants, conditions, products, and yield The reactants are OBO, CCCCCCc1cc(Br)c2ncccc2c1, O=[N+]([O-])c1ccccc1. Yields the product CCCCCCc1cc(-c2cccc([N+](=O)[O-])c2)c2ncccc2c1. RXN SMILES: [BH:18]([OH:19])[OH:20].[CH2:1]([CH2:2][CH2:3][CH2:4][CH2:5][CH3:6])[c:7]1[cH:8][c:9]2[cH:10][cH:11][cH:12][n:13][c:14]2[c:15]([Br:17])[cH:16]1.[N+:21](=[O:22])([O-:23])[c:24]1[cH:25][cH:26][cH:27][cH:28][cH:29]1>>[CH2:1]([CH2:2][CH2:3][CH2:4][CH2:5][CH3:6])[c:7]1[cH:8][c:9]2[cH:10][cH:11][cH:12][n:13][c:14]2[c:15](-[c:28]2[cH:27][cH:26][cH:25][c:24]([N+:21](=[O:22])[O-:23])[cH:29]2)[cH:16]1. Yields the product CC(C)(Oc1ccc(CCCc2nn(Cc3ccccc3)c(=O)[nH]2)cc1)C(=O)O. RXN SMILES: [CH2:1]([CH3:2])[O:3][C:4]([C:5]([CH3:6])([CH3:7])[O:8][c:9]1[cH:10][cH:11][c:12]([CH2:15][CH2:16][CH2:17][c:18]2[n:19][n:20]([CH2:24][c:25]3[cH:26][cH:27][cH:28][cH:29][cH:30]3)[c:21](=[O:23])[nH:22]2)[cH:13][cH:14]1)=[O:31].[CH3:34][CH2:35][OH:36].[Na+:33].[OH-:32]>>[O:3]=[C:4]([C:5]([CH3:6])([CH3:7])[O:8][c:9]1[cH:10][cH:11][c:12]([CH2:15][CH2:16][CH2:17][c:18]2[n:19][n:20]([CH2:24][c:25]3[cH:26][cH:27][cH:28][cH:29][cH:30]3)[c:21](=[O:23])[nH:22]2)[cH:13][cH:14]1)[OH:31]. Reactants: CCOC(=O)C(C)(C)Oc1ccc(CCCc2nn(Cc3ccccc3)c(=O)[nH]2)cc1, CCO, [Na+], [OH-]. Reactants: [BH4-], COc1ccccc1CCN1C(=O)C2CCCC(C1=O)N2C(=O)OCc1ccccc1, CO, [Na+]. The product is COc1ccccc1CCN1C(=O)C2CCCC(C1O)N2C(=O)OCc1ccccc1. RXN SMILES: [BH4-:32].[CH2:1]([c:2]1[cH:3][cH:4][cH:5][cH:6][cH:7]1)[O:8][C:9](=[O:10])[N:11]1[CH:12]2[C:13](=[O:31])[N:14]([CH2:21][CH2:22][c:23]3[c:24]([O:29][CH3:30])[cH:25][cH:26][cH:27][cH:28]3)[C:15](=[O:20])[CH:16]1[CH2:17][CH2:18][CH2:19]2.[CH3:34][OH:35].[Na+:33]>>[CH2:1]([c:2]1[cH:3][cH:4][cH:5][cH:6][cH:7]1)[O:8][C:9](=[O:10])[N:11]1[CH:12]2[C:13](=[O:31])[N:14]([CH2:21][CH2:22][c:23]3[c:24]([O:29][CH3:30])[cH:25][cH:26][cH:27][cH:28]3)[CH:15]([OH:20])[CH:16]1[CH2:17][CH2:18][CH2:19]2. The reactants are COC1=CC=CC=2[C@H]3CCN([C@H]3CCC21)CCC (rac-cis-2,3,3a,4,5,9b-hexahydro-6-methoxy-3-propyl-1H-benzo[e]indole), Cl (HCl). The solvent is Br (HBr). Conditions: time 1 hour. The product is Cl.C(CC)N1CC[C@@H]2C3=C(CC[C@H]12)C(=CC=C3)O (rac-cis-2,3,3a,4,5,9b-hexahydro-3-propyl-1H-benzo[ e]indol-6-ol hydrochloride). Isolated yield 83.0%. Reaction SMILES: C[O:2][C:3]1[C:15]2[CH2:14][CH2:13][C@H:12]3[C@H:8]([CH2:9][CH2:10][N:11]3[CH2:16][CH2:17][CH3:18])[C:7]=2[CH:6]=[CH:5][CH:4]=1.[ClH:19]>Br>[ClH:19].[CH2:16]([N:11]1[C@@H:12]2[C@@H:8]([C:7]3[CH:6]=[CH:5][CH:4]=[C:3]([OH:2])[C:15]=3[CH2:14][CH2:13]2)[CH2:9][CH2:10]1)[CH2:17][CH3:18] |f:3.4|. Procedure: 2.65 g (0.0108 mol) of rac-cis-2,3,3a,4,5,9b-hexahydro-6-methoxy-3-propyl-1H-benzo[e]indole were dissolved in 0.15 l of 48% aqueous HBr and boiled under reflux for 1 hour. The mixture was concentrated and the residue was taken up in CH2Cl2 and extracted with a mixture of saturated NaHCO3 solution (100 ml) and a 2N NaOH solution (20 ml). The extracts were dried with MgSO4, filtered and concentrated. The pale rose oil (2.5 g) was dissolved in 40 ml of methanol. 2.05 ml (11.89 mmol) of 5.8N ethanol...